This data is from the Open Reaction Database (ORD), a public repository of structured organic reaction records. The task is: describe an organic reaction: reactants, conditions, products, and yield Starting materials: Cc1ccc(-c2nnc(O)nc2-c2ccc(C)cc2)cc1, O=P(Cl)(Cl)Cl. The product is Cc1ccc(-c2nnc(Cl)nc2-c2ccc(C)cc2)cc1. Reaction SMILES: [OH:1][c:2]1[n:3][n:4][c:5](-[c:15]2[cH:16][cH:17][c:18]([CH3:21])[cH:19][cH:20]2)[c:6](-[c:8]2[cH:9][cH:10][c:11]([CH3:14])[cH:12][cH:13]2)[n:7]1.[P:22]([Cl:23])([Cl:24])([Cl:25])=[O:26]>>[c:2]1([Cl:24])[n:3][n:4][c:5](-[c:15]2[cH:16][cH:17][c:18]([CH3:21])[cH:19][cH:20]2)[c:6](-[c:8]2[cH:9][cH:10][c:11]([CH3:14])[cH:12][cH:13]2)[n:7]1. The reactants are FC(S(=O)(=O)CC(=O)O)(F)F (trifluoromethylsulfonylacetic acid), ON1C(CCC1=O)=O (N-hydroxysuccinimide), NC1[C@@H]2N(C(=C(CS2)CSC2=NN=C(S2)C)C(=O)O)C1=O (7-amino-3-(2-methyl-1,3,4-thiadiazol-5-ylthiomethyl)-3-cephem-4-carboxylic acid). Yields the product FC(S(=O)(=O)CC(=O)NC1[C@@H]2N(C(=C(CS2)CSC2=NN=C(S2)C)C(=O)O)C1=O)(F)F (7-Trifluoromethylsulfonylacetamido-3-(2-methyl-1,3,4-thiadiazol-5-ylthiomethyl)-3-cephem-4-carboxylic acid). As a reaction SMILES: [F:1][C:2]([F:11])([F:10])[S:3]([CH2:6][C:7](O)=[O:8])(=[O:5])=[O:4].ON1C(=O)CCC1=O.[NH2:20][CH:21]1[C:39](=[O:40])[N:23]2[C:24]([C:36]([OH:38])=[O:37])=[C:25]([CH2:28][S:29][C:30]3[S:34][C:33]([CH3:35])=[N:32][N:31]=3)[CH2:26][S:27][C@H:22]12>>[F:1][C:2]([F:11])([F:10])[S:3]([CH2:6][C:7]([NH:20][CH:21]1[C:39](=[O:40])[N:23]2[C:24]([C:36]([OH:38])=[O:37])=[C:25]([CH2:28][S:29][C:30]3[S:34][C:33]([CH3:35])=[N:32][N:31]=3)[CH2:26][S:27][C@H:22]12)=[O:8])(=[O:5])=[O:4]. Reported procedure: Using the procedure in Example 1 trifluoromethylsulfonylacetic acid is esterified with N-hydroxysuccinimide and then is reacted with 7-amino-3-(2-methyl-1,3,4-thiadiazol-5-ylthiomethyl)-3-cephem-4-carboxylic acid using the procedure of Example 3 to give the title compound.